From a dataset of the Open Reaction Database (ORD), a public repository of structured organic reaction records. describe an organic reaction: reactants, conditions, products, and yield The reactants are N#Cc1ncc(Br)cc1[N+](=O)[O-], Cc1ncccc1O, [Cl-], [H-], [NH4+], [Na+], CN(C)C=O, O. The product is Cc1ncccc1Oc1cc(Br)cnc1C#N. Reaction SMILES: [Br:11][c:12]1[cH:13][c:14]([N+:20]([O-:21])=[O:22])[c:15]([C:18]#[N:19])[n:16][cH:17]1.[CH3:1][c:2]1[n:3][cH:4][cH:5][cH:6][c:7]1[OH:8].[Cl-:23].[H-:9].[NH4+:24].[Na+:10].[O:26]=[CH:27][N:28]([CH3:29])[CH3:30].[OH2:25]>>[CH3:1][c:2]1[n:3][cH:4][cH:5][cH:6][c:7]1[O:8][c:14]1[cH:13][c:12]([Br:11])[cH:17][n:16][c:15]1[C:18]#[N:19]. Starting materials: FC(C(=C)C1=CSC=2CN(CCOC21)C(=O)OC(C)(C)C)(F)F (tert-butyl 8-[1-(trifluoromethyl)vinyl]-2,3-dihydrothieno[2,3-f][1,4]oxazepine-4(5H)-carboxylate). Reagents/catalysts: [Pd] (palladium on carbon). The solvent is C(C)O (ethanol). Reaction conditions: time 12 hour. Yields the product FC(C(C)C1=CSC=2CN(CCOC21)C(=O)OC(C)(C)C)(F)F (tert-butyl 8-(2,2,2-trifluoro-1-methylethyl)-2,3-dihydrothieno[2,3-f][1,4]oxazepine-4(5H)-carboxylate). The yield is 99.4%. RXN SMILES: [F:1][C:2]([F:23])([F:22])[C:3]([C:5]1[C:14]2[O:13][CH2:12][CH2:11][N:10]([C:15]([O:17][C:18]([CH3:21])([CH3:20])[CH3:19])=[O:16])[CH2:9][C:8]=2[S:7][CH:6]=1)=[CH2:4]>[Pd].C(O)C>[F:23][C:2]([F:1])([F:22])[CH:3]([C:5]1[C:14]2[O:13][CH2:12][CH2:11][N:10]([C:15]([O:17][C:18]([CH3:20])([CH3:19])[CH3:21])=[O:16])[CH2:9][C:8]=2[S:7][CH:6]=1)[CH3:4]. Procedure details: A mixture of tert-butyl 8-[1-(trifluoromethyl)vinyl]-2,3-dihydrothieno[2,3-f][1,4]oxazepine-4(5H)-carboxylate (140 mg), 10% palladium on carbon (50 mg) and ethanol (10 ml) was stirred for 12 hr under a hydrogen atmosphere. The reaction mixture was filtered, and the filtrate was concentrated under reduced pressure to give the title compound (140 mg, 99.3%) as an oil. The reactants are N1=CC(=CC=C1)OCC(=O)O ((pyridin-3-yloxy)-acetic acid), OC(C1CCN(CC1)CCCCN)(C1=CC=CC=C1)C1=CC=CC=C1 (4-[4-(hydroxy-diphenylmehyl)-piperidin-1-yl]-butylamine), TEA, C=1C=CC2=C(C1)N=NN2O (HOBT), C(CCl)Cl (EDC). Run in ClCCl (dichlormethane). Reaction conditions: temperature 0 celsius, time 30 minute. Product: OC(C1CCN(CC1)CCCCNC(COC=1C=NC=CC1)=O)(C1=CC=CC=C1)C1=CC=CC=C1 (N-{4-[4-(Hydroxy-diphenylmethyl)-piperidin-1-yl]-butyl}-2-(pyridin-3-yloxy)-acetamide). RXN SMILES: [N:1]1[CH:6]=[CH:5][CH:4]=[C:3]([O:7][CH2:8][C:9]([OH:11])=O)[CH:2]=1.C1C=CC2N(O)N=NC=2C=1.C(Cl)CCl.[OH:26][C:27]([C:45]1[CH:50]=[CH:49][CH:48]=[CH:47][CH:46]=1)([C:39]1[CH:44]=[CH:43][CH:42]=[CH:41][CH:40]=1)[CH:28]1[CH2:33][CH2:32][N:31]([CH2:34][CH2:35][CH2:36][CH2:37][NH2:38])[CH2:30][CH2:29]1>ClCCl>[OH:26][C:27]([C:45]1[CH:46]=[CH:47][CH:48]=[CH:49][CH:50]=1)([C:39]1[CH:44]=[CH:43][CH:42]=[CH:41][CH:40]=1)[CH:28]1[CH2:29][CH2:30][N:31]([CH2:34][CH2:35][CH2:36][CH2:37][NH:38][C:9](=[O:11])[CH2:8][O:7][C:3]2[CH:2]=[N:1][CH:6]=[CH:5][CH:4]=2)[CH2:32][CH2:33]1. Procedure details: 1.8 g (11.6 mmol) (pyridin-3-yloxy)-acetic acid and 1.7 ml (12.2 mmol) TEA are suspended in 80 ml absolute dichlormethane and cooled to ca. 0° C. under moisture exclusion. 2.1 g (13.7 mmol) 88% HOBT and 2.7 g (14.1 mmol) EDC are added and the mixture is stirred for 30 min under ice-cooling. 4,. g (13.0 mmol) 4-[4-(hydroxy-diphenylmehyl)-piperidin-1-yl]-butylamine are added and the mixture is stirred overnight without cooling. Subsequently, the batch is washed with 50 ml 1M sodium hydroxide solut... Starting materials: O=C(CNC(=O)[C@H]1CN(CC1)C(=O)OC(C)(C)C)NC1=CC(=CC=C1)C(F)(F)F (tert-butyl (3R)-3-{[(2-oxo-2-{[3-(trifluoromethyl)phenyl]amino}ethyl)amino]carbonyl}pyrrolidine-1-carboxylate), Cl.O1CCOCC1 (HCl dioxane). The solvent is O1CCOCC1 (dioxane). Conditions: time 2 hour. Yields the product Cl.O=C(CNC(=O)[C@H]1CNCC1)NC1=CC(=CC=C1)C(F)(F)F ((3R)—N-(2-oxo-2-{[3-(trifluoromethyl)phenyl]amino}ethyl)pyrrolidine-3-carboxamide hydrochloride). RXN SMILES: [O:1]=[C:2]([NH:19][C:20]1[CH:25]=[CH:24][CH:23]=[C:22]([C:26]([F:29])([F:28])[F:27])[CH:21]=1)[CH2:3][NH:4][C:5]([C@@H:7]1[CH2:11][CH2:10][N:9](C(OC(C)(C)C)=O)[CH2:8]1)=[O:6].[ClH:30].O1CCOCC1>O1CCOCC1>[ClH:30].[O:1]=[C:2]([NH:19][C:20]1[CH:25]=[CH:24][CH:23]=[C:22]([C:26]([F:29])([F:27])[F:28])[CH:21]=1)[CH2:3][NH:4][C:5]([C@@H:7]1[CH2:11][CH2:10][NH:9][CH2:8]1)=[O:6] |f:1.2,4.5|. Procedure details: To a solution of tert-butyl (3R)-3-{[(2-oxo-2-{[3-(trifluoromethyl)phenyl]amino}ethyl)amino]carbonyl}pyrrolidine-1-carboxylate (0.170 g, 0.41 mmol) in dioxane (0.5 ml), was added 4M HCl/dioxane (2 mL). The mixture was stirred at RT for 2 h. The mixture was concentrated, and (3R)—N-(2-oxo-2-{[3-(trifluoromethyl)phenyl]amino}ethyl)pyrrolidine-3-carboxamide hydrochloride was obtained as a white solid and was used in the next step without further purification. Starting materials: C(CC)N(C1CC2=CC(=C(C=C2C1)C(=O)[O-])C(=O)[O-])CCC (2-(dipropylamino)-2,3-dihydro-1H-indene-5,6-dicarboxylate), NC1=CC=C(C(=O)N)C=C1 (4-aminobenzamide), Cl (HCl). The product is C(CC)N(C1CC=2C(=CC=3C(N(C(C3C2)=O)C2=CC=C(C(=O)N)C=C2)=O)C1)CCC (4-[6-(Dipropylamino)-3,5,6,7-tetrahydro-1,3-dioxocyclopent[f]isoindol-2(1H)-yl]benzamide). As a reaction SMILES: [CH2:1]([N:4]([CH2:20][CH2:21][CH3:22])[CH:5]1[CH2:13][C:12]2[C:7](=[CH:8][C:9]([C:17]([O-:19])=O)=[C:10]([C:14]([O-])=[O:15])[CH:11]=2)[CH2:6]1)[CH2:2][CH3:3].[NH2:23][C:24]1[CH:32]=[CH:31][C:27]([C:28]([NH2:30])=[O:29])=[CH:26][CH:25]=1.Cl>>[CH2:1]([N:4]([CH2:20][CH2:21][CH3:22])[CH:5]1[CH2:6][C:7]2=[CH:8][C:9]3[C:17](=[O:19])[N:23]([C:24]4[CH:32]=[CH:31][C:27]([C:28]([NH2:30])=[O:29])=[CH:26][CH:25]=4)[C:14](=[O:15])[C:10]=3[CH:11]=[C:12]2[CH2:13]1)[CH2:2][CH3:3]. Procedure details: Using procedure 49, 2-(dipropylamino)-2,3-dihydro-1H-indene-5,6-dicarboxylate (92, 0.3 g, 1.0 mmol) was treated with 4-aminobenzamide (1.4 g, 10.0 mmol). Purification on silica gel, eluting with 9:1 CH2Cl2 /MeOH sat'd w/ NH3, afforded a solid that was converted to an HCl salt and recrystallized from EtOAc/MeOH to give 122 as a white solid (m.p. 275-276° C.). Reactants: ClC1=C(NC(C)=O)C=C(C(=C1)F)N1C(NC(=CC1=O)C(F)(F)F)=O (2′-chloro-5′-[3,6-dihydro-2,6-dioxo-4-(trifluoromethyl)-1(2H)-pyrimidinyl]-4′-fluoroacetanilide), C([O-])([O-])=O.[K+].[K+] (potassium carbonate), COS(=O)(=O)OC (dimethylsulfate). Solvent: O1CCCC1 (tetrahydrofuran), O (water), C(Cl)(Cl)Cl (chloroform). Product: ClC1=C(NC(C)=O)C=C(C(=C1)F)N1C(N(C(=CC1=O)C(F)(F)F)C)=O (2′-Chloro-5′-[3,6-dihydro-3-methyl-2,6-dioxo-4-(trifluoromethyl)-1(2H)-pyrimidinyl]-4′-fluoroacetanilide). Yield: 85.9%. As a reaction SMILES: [Cl:1][C:2]1[CH:11]=[C:10]([F:12])[C:9]([N:13]2[C:18](=[O:19])[CH:17]=[C:16]([C:20]([F:23])([F:22])[F:21])[NH:15][C:14]2=[O:24])=[CH:8][C:3]=1[NH:4][C:5](=[O:7])[CH3:6].[C:25](=O)([O-])[O-].[K+].[K+].COS(OC)(=O)=O>O1CCCC1.O.C(Cl)(Cl)Cl>[Cl:1][C:2]1[CH:11]=[C:10]([F:12])[C:9]([N:13]2[C:18](=[O:19])[CH:17]=[C:16]([C:20]([F:21])([F:22])[F:23])[N:15]([CH3:25])[C:14]2=[O:24])=[CH:8][C:3]=1[NH:4][C:5](=[O:7])[CH3:6] |f:1.2.3|. Procedure details: A mixture of 2′-chloro-5′-[3,6-dihydro-2,6-dioxo-4-(trifluoromethyl)-1(2H)-pyrimidinyl]-4′-fluoroacetanilide (0.85 g, 2.3 mmol), potassium carbonate (0.32 g, 2.3 mmol) and dimethylsulfate (0.22 mL, 2.3 mmol) in tetrahydrofuran is refluxed for 90 minutes, cooled to room temperature, and diluted with water and chloroform. The resultant mixture is concentrated in vacuo to obtain an aqueous suspension which is filtered to give the title product as an off-white solid (0.75 g, mp 257-258.5° C.). The reactants are ice, C([O-])(O)=O.[Na+] (sodium bicarbonate), [N+](=O)(O)[O-] (nitric acid), S(O)(O)(=O)=O (sulfuric acid), C(C)(=O)NC1=CC2=C(N3C(=N2)CCC3)C=C1C (6-Acetamido-7-methyl-2,3-dihydro-1H-pyrrolo [1,2-a ]benzimidazole). The solvent is C(Cl)(Cl)Cl (chloroform). Run at temperature 0 celsius, time 5 minute. Yields the product C(C)(=O)NC1=C(C2=C(N3C(=N2)CCC3)C=C1C)[N+](=O)[O-] (6-Acetamido-7-methyl-5-nitro-2,3-dihydro-1H-pyrrolo[1,2-a]benzimidazole). RXN SMILES: [N+:1]([O-:4])(O)=[O:2].S(=O)(=O)(O)O.[C:10]([NH:13][C:14]1[C:25]([CH3:26])=[CH:24][C:17]2[N:18]3[CH2:23][CH2:22][CH2:21][C:19]3=[N:20][C:16]=2[CH:15]=1)(=[O:12])[CH3:11].C(=O)(O)[O-].[Na+]>C(Cl)(Cl)Cl>[C:10]([NH:13][C:14]1[C:25]([CH3:26])=[CH:24][C:17]2[N:18]3[CH2:23][CH2:22][CH2:21][C:19]3=[N:20][C:16]=2[C:15]=1[N+:1]([O-:4])=[O:2])(=[O:12])[CH3:11] |f:3.4|. Procedure details: To a mixture of 5.4 mL of fuming nitric acid and 0.6 mL of concentrated sulfuric acid, chilled at 0° C., was added 600 mg (2.61 mmol) of 20. The reaction mixture was stirred at 0° C. for 5 min and then poured into a mixture of 20 g of cracked ice and 30 mL of chloroform. The mixture was neutralized with saturated aqueous sodium bicarbonate and vigorously stirred to extract the product into the chloroform layer. The chloroform layer was removed and the aqueous layer extracted with 3×30 mL portion... Starting materials: COC(=O)CBr, O=C([O-])[O-], [Cs+], [Cs+], CN(C)C=O, O, N#Cc1cc(F)ccc1Oc1ccc2[nH]ncc2c1. Product: COC(=O)Cn1ncc2cc(Oc3ccc(F)cc3C#N)ccc21. As a reaction SMILES: [Br:26][CH2:27][C:28](=[O:29])[O:30][CH3:31].[C:20](=[O:21])([O-:22])[O-:23].[Cs+:24].[Cs+:25].[O:33]=[CH:34][N:35]([CH3:36])[CH3:37].[OH2:32].[nH:1]1[n:2][cH:3][c:4]2[cH:5][c:6]([O:10][c:11]3[c:12]([C:13]#[N:14])[cH:15][c:16]([F:19])[cH:17][cH:18]3)[cH:7][cH:8][c:9]12>>[n:1]1([CH2:27][C:28](=[O:29])[O:30][CH3:31])[n:2][cH:3][c:4]2[cH:5][c:6]([O:10][c:11]3[c:12]([C:13]#[N:14])[cH:15][c:16]([F:19])[cH:17][cH:18]3)[cH:7][cH:8][c:9]12. The reactants are ( g ), ClC=1N=C(C2=C(N1)C1=C(S2)N=CC=C1)N1CCOCC1 (2-Chloro-4-morpholin-4-yl-pyrido[3′,2′:4,5]thieno[3,2-d]pyrimidine), N1C=CC=2C(=CC=CC12)B(O)O (indole-4-boronic acid), dichloro-bis(triphenylphosphine)palladium, C(O)([O-])=O.[Na+] (sodium hydrogen carbonate), C(C)O (ethanol). Run in C1(=CC=CC=C1)C (toluene), O (water). Reaction conditions: temperature 120 celsius. The product is N1C=CC2=C(C=CC=C12)C=1N=C(C2=C(N1)C1=C(S2)N=CC=C1)N1CCOCC1 (2-(1H-Indol-4-yl)-4-morpholin-4-yl-pyrido[3′,2′:4,5]thieno[3,2-d]pyrimidine). RXN SMILES: Cl[C:2]1[N:3]=[C:4]([N:15]2[CH2:20][CH2:19][O:18][CH2:17][CH2:16]2)[C:5]2[S:10][C:9]3[N:11]=[CH:12][CH:13]=[CH:14][C:8]=3[C:6]=2[N:7]=1.[NH:21]1[C:29]2[CH:28]=[CH:27][CH:26]=[C:25](B(O)O)[C:24]=2[CH:23]=[CH:22]1.C(=O)([O-])O.[Na+].C(O)C>O.C1(C)C=CC=CC=1>[NH:21]1[C:29]2[C:24](=[C:25]([C:2]3[N:3]=[C:4]([N:15]4[CH2:20][CH2:19][O:18][CH2:17][CH2:16]4)[C:5]4[S:10][C:9]5[N:11]=[CH:12][CH:13]=[CH:14][C:8]=5[C:6]=4[N:7]=3)[CH:26]=[CH:27][CH:28]=2)[CH:23]=[CH:22]1 |f:2.3|. Procedure: Under Ar(g), to a mixture of compound 5 (14.97 mg, 0.049 mmol), indole-4-boronic acid (8.70 mg, 0.054 mmol), dichloro-bis(triphenylphosphine)palladium (II) (1.81 mg, 0.0026 mmol) and sodium hydrogen carbonate (12.50 mg, 0.15 mmol) was added ethanol (0.75 mL) followed by toluene (1.25 mL) and then water (0.35 mL). The reaction was then heated in a microwave at 120° C. (300 W) for 1 h. The reaction nl/xtuvevvas then cooled to rt, and was partitioned between CH2Cl2 and water, and the organic layer ... Reactants: S(=O)([O-])[O-].[Na+].[Na+] (sodium sulfite), OO (hydrogen peroxide), C1(CCCC1)C[C@@H](C(=O)N1C(OC[C@H]1CC1=CC=CC=C1)=O)[C@H](CCC1=CC=CC=C1)O (3-(2(R)-cyclopentylmethyl-3(S)-hydroxyl-5-phenyl-1-oxopentyl)-4(R)-(phenylmethyl)-2-oxazolidinone), [OH-].[Li+] (lithium hydroxide). Run in O (water), O (water), C1CCOC1 (THF), O (water). Run at temperature 0 celsius, time 16 hour. Product: C1(CCCC1)C[C@@H](C(=O)O)[C@H](CCC1=CC=CC=C1)O (2(R)-cyclopentylmethyl-3 (S)-hydroxyl-5-phenylpentanoic acid). Isolated yield 166.4%. Reaction SMILES: [CH:1]1([CH2:6][C@H:7]([C@@H:23]([OH:32])[CH2:24][CH2:25][C:26]2[CH:31]=[CH:30][CH:29]=[CH:28][CH:27]=2)[C:8](N2[C@H](CC3C=CC=CC=3)COC2=O)=[O:9])[CH2:5][CH2:4][CH2:3][CH2:2]1.OO.[OH-].[Li+].S([O-])([O-])=[O:38].[Na+].[Na+]>C1COCC1.O>[CH:1]1([CH2:6][C@H:7]([C@@H:23]([OH:32])[CH2:24][CH2:25][C:26]2[CH:31]=[CH:30][CH:29]=[CH:28][CH:27]=2)[C:8]([OH:9])=[O:38])[CH2:2][CH2:3][CH2:4][CH2:5]1 |f:2.3,4.5.6|. Procedure: Acyloxazolidinone 3 (226 mg, 0.500 mmol) was dissolved in 3 mL of THF and 1 mL of distilled water. The resulting solution was cooled to 0° C. To this solution was added 30% aqueous hydrogen peroxide (0.40 mL, 4.0 mmol), followed by a solution of lithium hydroxide (19 mg, 0.80 mmol) in 0.5 mL of distilled water. After the solution was stirred for 16 h, sodium sulfite (567 mg, 4.50 mmol) in 3 mL of distilled water was added. The bulk of tetrahydrofuran was removed under reduced pressure, and the r...